Dataset: the Open Reaction Database (ORD), a public repository of structured organic reaction records. Task: describe an organic reaction: reactants, conditions, products, and yield Reactants: C(C)(=O)N1C(CC2=CC(=CC=C12)C(C)=O)=O (1,5-diacetyl-2-indolinone), FC1=C(C(=O)O)C(=CC=C1)F (2,6-difluorobenzoic acid). Yields the product C(C)(=O)N1C(C(C2=CC(=CC=C12)C(C)=O)=C(O)C1=C(C=CC=C1F)F)=O (1,5-diacetyl-3-[(2,6-difluoro-phenyl)-hydroxy-methylidene]-2-indolinone). Reaction SMILES: [C:1]([N:4]1[C:12]2[C:7](=[CH:8][C:9]([C:13](=[O:15])[CH3:14])=[CH:10][CH:11]=2)[CH2:6][C:5]1=[O:16])(=[O:3])[CH3:2].[F:17][C:18]1[CH:26]=[CH:25][CH:24]=[C:23]([F:27])[C:19]=1[C:20](O)=[O:21]>>[C:1]([N:4]1[C:12]2[C:7](=[CH:8][C:9]([C:13](=[O:15])[CH3:14])=[CH:10][CH:11]=2)[C:6](=[C:20]([C:19]2[C:18]([F:17])=[CH:26][CH:25]=[CH:24][C:23]=2[F:27])[OH:21])[C:5]1=[O:16])(=[O:3])[CH3:2]. Procedure: Prepared from 1,5-diacetyl-2-indolinone and 2,6-difluorobenzoic acid Run at time 1.5 hour. Starting materials: N1CC(C1)OC1=CC=C(C(=O)N)C=C1 (4-(3-azetidinyloxy)benzamide), CN=C=O (methylisocyanate). Yields the product CNC(=O)N1CC(C1)OC1=CC=C(C=C1)C(=O)N (N-Methyl 3-(4-aminocarbonylphenoxy)-1-azetidinecarboxamide). As a reaction SMILES: [NH:1]1[CH2:4][CH:3]([O:5][C:6]2[CH:14]=[CH:13][C:9]([C:10]([NH2:12])=[O:11])=[CH:8][CH:7]=2)[CH2:2]1.[CH3:15][N:16]=[C:17]=[O:18]>C1C=CC=CC=1>[CH3:15][NH:16][C:17]([N:1]1[CH2:4][CH:3]([O:5][C:6]2[CH:7]=[CH:8][C:9]([C:10]([NH2:12])=[O:11])=[CH:13][CH:14]=2)[CH2:2]1)=[O:18]. Procedure: To a stirring solution of 5.0 g. (0.026 mole) of 4-(3-azetidinyloxy)benzamide in 75 ml. of dry benzene was added dropwise 1.5 g. (0.026 mole) of methylisocyanate. Stirring was continued for 1.5 hours. The white solid which separated was filtered and recrystallized using 95% ethanol. The solid was triturated with acetonitrile (due to solvation effects of the ethanol). The product weighed 4.0 g. (58%) and melted at 208°-210° C. Solvent: C1=CC=CC=C1 (benzene).